Dataset: the Open Reaction Database (ORD), a public repository of structured organic reaction records. Task: describe an organic reaction: reactants, conditions, products, and yield Starting materials: C(#N)C1CCN(CC1)C(=O)OC(C)(C)C (tert-Butyl 4-cyanopiperidine-1-carboxylate), [Cl-].[NH4+] (ammonium chloride), C1CCOC1 (THF), FC1=NC=CC(=C1)C (2-fluoro-4-methylpyridine), C[Si](C)(C)[N-][Si](C)(C)C.[Na+] (sodium bis(trimethylsilyl)amide). Run at temperature 78 celsius, time 1 hour. The product is C(#N)C1(CCN(CC1)C(=O)OCCCC)C1=NC=CC=C1 (butyl 4-cyano-4-pyridin-2-ylpiperidine-1-carboxylate). RXN SMILES: [C:1]([CH:3]1[CH2:8][CH2:7][N:6]([C:9]([O:11][C:12]([CH3:15])(C)C)=[O:10])[CH2:5][CH2:4]1)#[N:2].F[C:17]1[CH:22]=[C:21]([CH3:23])C=CN=1.[CH3:24][Si]([N-][Si](C)(C)C)(C)C.[Na+].[Cl-].[NH4+:35].[CH2:36]1COC[CH2:37]1>>[C:24]([C:3]1([C:1]2[CH:17]=[CH:22][CH:21]=[CH:23][N:2]=2)[CH2:4][CH2:5][N:6]([C:9]([O:11][CH2:12][CH2:15][CH2:36][CH3:37])=[O:10])[CH2:7][CH2:8]1)#[N:35] |f:2.3,4.5|. Procedure: tert-Butyl 4-cyanopiperidine-1-carboxylate (0.220 g, 1.05 mmol) and 2-fluoro-4-methylpyridine (0.107 g, 1.10 mmol, 1.05 equiv) were suspended in THF (5 mL), cooled to 78° C., and treated with sodium bis(trimethylsilyl)amide (1 M solution in diethyl ether, 1.47 mL, 1.47 mmol, 1.40 equiv) dropwise. After 1 hour, the mixture was warmed to ambient temperature, treated with saturated aqueous ammonium chloride, and extracted with dichloromethane (3×). The combined organic extracts were dried with sodi... Starting materials: BrCC1=CC=C(C2=CC=CC=C12)[N+](=O)[O-] (1-Bromomethyl-4-nitronaphthalene), C(C)OP(OCC)OCC (triethylphosphite). Yields the product NC1=CC=C(C2=CC=CC=C12)CP(OCC)(OCC)=O (diethyl (4-amino-1-naphthyl)methylphosphonate). As a reaction SMILES: Br[CH2:2][C:3]1[C:12]2[C:7](=[CH:8][CH:9]=[CH:10][CH:11]=2)[C:6]([N+:13]([O-])=O)=[CH:5][CH:4]=1.[CH2:16]([O:18][P:19]([O:23]CC)[O:20][CH2:21][CH3:22])[CH3:17]>>[NH2:13][C:6]1[C:7]2[C:12](=[CH:11][CH:10]=[CH:9][CH:8]=2)[C:3]([CH2:2][P:19](=[O:23])([O:20][CH2:21][CH3:22])[O:18][CH2:16][CH3:17])=[CH:4][CH:5]=1. Reported procedure: 1-Bromomethyl-4-nitronaphthalene and triethylphosphite ((C2H5 O)3P) were treated in the same manner as in Reference Example 43 to yield diethyl (4-amino-1-naphthyl)methylphosphonate, which was then recrystallized from ethyl acetate-hexane to yield yellow prisms having a melting point of 73°-74° C.